This data is from the Open Reaction Database (ORD), a public repository of structured organic reaction records. The task is: describe an organic reaction: reactants, conditions, products, and yield The reactants are O (water), FC1=C(C(=CC(=C1)O[C@@H]1[C@H](CCC1)C1=CC=NN1C)F)S(=O)(=O)N (2,6-difluoro-4-{[(1S*,2R*)-2-(1-methyl-1H-pyrazol-5-yl)cyclopentyl]oxy}benzenesulfonamide), FC1=NC=CC(=N1)F (2,4-difluoropyrimidine), C([O-])([O-])=O.[K+].[K+] (potassium carbonate). Solvent: CN(C)C=O (DMF). Yields the product FC1=C(C(=CC(=C1)O[C@@H]1[C@H](CCC1)C1=CC=NN1C)F)S(=O)(=O)NC1=NC(=NC=C1)F (2,6-Difluoro-N-(2-fluoropyrimidin-4-yl)-4-{[(1S*,2R*)-2-(1-methyl-1H-pyrazol-5-yl)cyclopentyl]oxy}benzenesulfonamide). Yield: 50.9%. Reaction SMILES: [F:1][C:2]1[CH:7]=[C:6]([O:8][C@H:9]2[CH2:13][CH2:12][CH2:11][C@@H:10]2[C:14]2[N:18]([CH3:19])[N:17]=[CH:16][CH:15]=2)[CH:5]=[C:4]([F:20])[C:3]=1[S:21]([NH2:24])(=[O:23])=[O:22].[F:25][C:26]1[N:31]=[C:30](F)[CH:29]=[CH:28][N:27]=1.C(=O)([O-])[O-].[K+].[K+].O>CN(C=O)C>[F:20][C:4]1[CH:5]=[C:6]([O:8][C@H:9]2[CH2:13][CH2:12][CH2:11][C@@H:10]2[C:14]2[N:18]([CH3:19])[N:17]=[CH:16][CH:15]=2)[CH:7]=[C:2]([F:1])[C:3]=1[S:21]([NH:24][C:28]1[CH:29]=[CH:30][N:31]=[C:26]([F:25])[N:27]=1)(=[O:23])=[O:22] |f:2.3.4|. Procedure: A solution of the 2,6-difluoro-4-{[(1S*,2R*)-2-(1-methyl-1H-pyrazol-5-yl)cyclopentyl]oxy}benzenesulfonamide (0.23 g, 0.65 mmol) prepared in Example 111c, 2,4-difluoropyrimidine (0.23 g, 1.96 mmol) and potassium carbonate (0.36 g, 2.61 mmol) in DMF (6.5 mL) was stirred at 120° C. for 3 hours. After allowing to cool, water (50 mL) was added to the reaction solution, followed by extraction with ethyl acetate (50 mL). The thus obtained organic layer was washed twice with water (50 mL) and dried over... The reactants are C1=CC=C(C=C1)/C=C/C(=O)N (cinnamide), P(Cl)(Cl)(Cl)(Cl)Cl (phosphorus pentachloride), Cl (HCl), C(=O)O (formic acid). Run in C(Cl)(Cl)(Cl)Cl (carbon tetrachloride). The product is ClP(=O)(NC(C=CC1=CC=CC=C1)=O)Cl (N-[Dichlorophosphinyl]cinnamamide). As a reaction SMILES: Cl.[CH:2]1[CH:7]=[CH:6][C:5](/[CH:8]=[CH:9]/[C:10]([NH2:12])=[O:11])=[CH:4][CH:3]=1.[P:13]([Cl:18])(Cl)(Cl)(Cl)[Cl:14].C(O)=[O:20]>C(Cl)(Cl)(Cl)Cl>[Cl:14][P:13]([Cl:18])([NH:12][C:10](=[O:11])[CH:9]=[CH:8][C:5]1[CH:6]=[CH:7][CH:2]=[CH:3][CH:4]=1)=[O:20]. Procedure: Heated at 70° for 25 min. at which time the HCl gas evolution had ceased, a mixture of 59 g (0.4 mole) of cinnamide, 83.5 g (0.4 mole) of phosphorus pentachloride and 500 ml of AR carbon tetrachloride. After cooling to 30°, added dropwise, 19 g (0.4 mole) of 97% formic acid. Chilled to 0° and filtered. Air-dried to give 107.5 g, m.p. softens 82°, melts 83°-90°. Starting materials: Cl.Cl.NC1CN2CCC1CC2 (3-aminoquinuclidine dihydrochloride), product, C(CCC(=O)[O-])(=O)[O-] (succinate), O1C(=CC=C1)C(=O)NC(=O)N (2-furoylurea), C(C)(C)N(CC)C(C)C (diisopropylethylamine). The solvent is N1=CC=CC=C1 (pyridine). The product is N12CC(C(CC1)CC2)NC(=O)NC(=O)C=2OC=CC2 (N-[[[1-Azabicyclo[2.2.2]octan-3-yl]amino]carbonyl]-2-furancarboxamide). Reaction SMILES: Cl.Cl.[NH2:3][CH:4]1[CH:9]2[CH2:10][CH2:11][N:6]([CH2:7][CH2:8]2)[CH2:5]1.[O:12]1[CH:16]=[CH:15][CH:14]=[C:13]1[C:17]([NH:19][C:20](N)=[O:21])=[O:18].C(N(C(C)C)CC)(C)C.C([O-])(=O)CCC([O-])=O>N1C=CC=CC=1>[N:6]12[CH2:11][CH2:10][CH:9]([CH2:8][CH2:7]1)[CH:4]([NH:3][C:20]([NH:19][C:17]([C:13]1[O:12][CH:16]=[CH:15][CH:14]=1)=[O:18])=[O:21])[CH2:5]2 |f:0.1.2|. Procedure: The above compound was prepared, following the procedure of Example 14b, from 3-aminoquinuclidine dihydrochloride (1.0 g, 5 mmol), 2-furoylurea (0.77 g, 5 mmol), and diisopropylethylamine (1.3 g, 10 mmol) in pyridine (20 ml). The product (0.58 g) was converted to the 1:1 succinate mp 156°-159° C. Starting materials: COC(=O)N=NC(=O)OC (azodicarboxylic acid dimethyl ester), Br\C=C\1/CCC[C@@]2([C@H](CC[C@@H]12)[C@@H](C)O)C ((R)-1-{(E,3S,3aS,7aR)-7-(bromomethylene)-octahydro-3a-methyl-1H-indene-3-yl}ethanol), Br\C=C\1/CCC[C@@]2([C@H](CC[C@@H]12)[C@@H](C)O)C ((R)-1-{(E,3S,3aS,7aR)-7-(bromomethylene)-octahydro-3a-methyl-1H-indene-3-yl}ethanol), C1(=CC=CC=C1)P(C1=CC=CC=C1)C1=CC=CC=C1 (triphenylphosphine). Solvent: O1CCCC1 (tetrahydrofuran). Conditions: time 40 hour. Product: Br\C=C/1\[C@@H]2CC/C(/[C@]2(CCC1)C)=C/C ((1Z,3aR,4E,7aS)-4-(bromomethylene)-1-ethylidene-octahydro-7a-methyl-1H-indene). Yield: 69.0%. RXN SMILES: [Br:1]/[CH:2]=[C:3]1\[CH2:4][CH2:5][CH2:6][C@@:7]2([CH3:15])[C@H:11]\1[CH2:10][CH2:9][C@@H:8]2[C@H:12](O)[CH3:13].C1(P(C2C=CC=CC=2)C2C=CC=CC=2)C=CC=CC=1.COC(N=NC(OC)=O)=O>O1CCCC1>[Br:1]/[CH:2]=[C:3]1/[C@H:11]2[C@:7]([CH3:15])([CH2:6][CH2:5][CH2:4]/1)/[C:8](=[CH:12]\[CH3:13])/[CH2:9][CH2:10]2. Reported procedure: Under a nitrogen atmosphere, a solution of (R)-1-{(E,3S,3aS,7aR)-7-(bromomethylene)-octahydro-3a-methyl-1H-indene-3-yl}ethanol (Compound 19: 20.8 mg, 0.07613 mmol) and triphenylphosphine (50 mg, 0.1903 mmol) in tetrahydrofuran (0.35 ml) was cooled in an ice bath, and azodicarboxylic acid dimethyl ester (2.7 M in toluene, 73.3 μl, 0.1979 mmol) was added dropwise thereto. The reaction mixture was stirred at the same temperature for 5 minutes and at room temperature for 40 hours, and then evaporate...